This data is from the Open Reaction Database (ORD), a public repository of structured organic reaction records. The task is: describe an organic reaction: reactants, conditions, products, and yield Procedure: The title compound was prepared from 5-(3-tert-butoxycarbonylamino-propyl)-tetrahydrofuran-2-carboxylic acid methyl ester following the procedure described in Step C for Preparation 2a. As a reaction SMILES: [CH3:1][O:2][C:3]([CH:5]1[CH2:9][CH2:8][CH:7]([CH2:10][CH2:11][CH2:12][NH:13]C(OC(C)(C)C)=O)[O:6]1)=[O:4].[ClH:21].COC(C1OC(CCCN)=CC=1)=O>>[ClH:21].[CH3:1][O:2][C:3]([CH:5]1[CH2:9][CH2:8][CH:7]([CH2:10][CH2:11][CH2:12][NH2:13])[O:6]1)=[O:4] |f:1.2,3.4|. Product: Cl.COC(=O)C1OC(CC1)CCCN (5-(3-Amino-propyl)-tetrahydrofuran-2-carboxylic acid methyl ester hydrochloride salt). Starting materials: COC(=O)C1OC(CC1)CCCNC(=O)OC(C)(C)C (5-(3-tert-butoxycarbonylamino-propyl)-tetrahydrofuran-2-carboxylic acid methyl ester), Cl.COC(=O)C=1OC(=CC1)CCCN (5-(3-amino-propyl)-furan-2-carboxylic acid methyl ester hydrochloride salt). As a reaction SMILES: [CH2:1]([c:2]1[cH:3][cH:4][cH:5][cH:6][cH:7]1)[c:8]1[c:9]([I:19])[n:10][c:11]2[cH:12][c:13]([Cl:18])[cH:14][cH:15][c:16]2[cH:17]1.[CH2:30]1[O:31][CH2:32][CH2:33][CH2:34]1.[CH:21]([Mg+:22])([CH3:23])[CH3:24].[Cl-:20].[O:25]=[CH:26][N:27]([CH3:28])[CH3:29]>>[CH2:1]([c:2]1[cH:3][cH:4][cH:5][cH:6][cH:7]1)[c:8]1[c:9]([CH:26]=[O:25])[n:10][c:11]2[cH:12][c:13]([Cl:18])[cH:14][cH:15][c:16]2[cH:17]1. Reactants: Clc1ccc2cc(Cc3ccccc3)c(I)nc2c1, C1CCOC1, CC(C)[Mg+], [Cl-], CN(C)C=O. Yields the product O=Cc1nc2cc(Cl)ccc2cc1Cc1ccccc1.